Dataset: the Open Reaction Database (ORD), a public repository of structured organic reaction records. Task: describe an organic reaction: reactants, conditions, products, and yield Reactants: ClC1=C2C(=NC=C1F)N(C=C2)[Si](C(C)C)(C(C)C)C(C)C (4-chloro-5-fluoro-1-[tris(1-methylethyl)silyl]-1H-pyrrolo[2,3-b]pyridine), [I-].[Na+] (sodium iodide), C(C)(=O)Cl (acetyl chloride). Solvent: C(C)#N (acetonitrile). Conditions: temperature 150 celsius. Yields the product C(C)(=O)N1C=CC=2C1=NC=C(C2I)F (1-acetyl-5-fluoro-4-iodo-1H-pyrrolo[2,3-b]pyridine). As a reaction SMILES: Cl[C:2]1[C:7]([F:8])=[CH:6][N:5]=[C:4]2[N:9]([Si](C(C)C)(C(C)C)C(C)C)[CH:10]=[CH:11][C:3]=12.[I-:22].[Na+].[C:24](Cl)(=[O:26])[CH3:25]>C(#N)C>[C:24]([N:9]1[C:4]2=[N:5][CH:6]=[C:7]([F:8])[C:2]([I:22])=[C:3]2[CH:11]=[CH:10]1)(=[O:26])[CH3:25] |f:1.2|. Procedure details: A microwave vial was charged with 4-chloro-5-fluoro-1-[tris(1-methylethyl)silyl]-1H-pyrrolo[2,3-b]pyridine (3.06 mmol, prepared as described in Tetrahedron Lett. 2004, 45, 2317-2319), sodium iodide (4.90 mmol), acetyl chloride (6.43 mmol) and dry acetonitrile (8 mL). The reaction tube was sealed, and heated in a microwave reactor at 150° C. for 15 minutes. Upon cooling to room temperature, the resultant precipitate was collected by filtration and washed with a minimal amount of cold acetonitrile...